This data is from the Open Reaction Database (ORD), a public repository of structured organic reaction records. The task is: describe an organic reaction: reactants, conditions, products, and yield The reactants are C(C)(=O)O (Acetic acid), CC(CC=1N=C(NC1)C(CC1=CC=C(C=C1)C1=NC=C(C=C1)F)N)(C)C (1-[4-(2,2-dimethylpropyl)-1H-imidazol-2-yl]-2-[4-(5-fluoropyridin-2-yl)phenyl]ethanamine), Cl.CN(CCCN=C=NCC)C (1-[3-(dimethylamino) propyl]-3-ethylcarbodiimide hydrochloride), ON1N=NC2=C1C=CC=C2 (1-hydroxybenzotriazole), C([O-])(O)=O.[Na+] (sodium bicarbonate). The solvent is C(Cl)Cl (methylene chloride). Run at time 8 hour. The product is CC(CC=1N=C(NC1)C(CC1=CC=C(C=C1)C1=NC=C(C=C1)F)NC(C)=O)(C)C (N-{1-[4-(2,2-dimethylpropyl)-1H-imidazol-2-yl]-2-[4-(5-fluoropyridin-2-yl)phenyl]ethyl}acetamide). RXN SMILES: [C:1]([OH:4])(=O)[CH3:2].[CH3:5][C:6]([CH3:30])([CH3:29])[CH2:7][C:8]1[N:9]=[C:10]([CH:13]([NH2:28])[CH2:14][C:15]2[CH:20]=[CH:19][C:18]([C:21]3[CH:26]=[CH:25][C:24]([F:27])=[CH:23][N:22]=3)=[CH:17][CH:16]=2)[NH:11][CH:12]=1.Cl.CN(C)CCCN=C=NCC.ON1C2C=CC=CC=2N=N1.C(=O)(O)[O-].[Na+]>C(Cl)Cl>[CH3:5][C:6]([CH3:30])([CH3:29])[CH2:7][C:8]1[N:9]=[C:10]([CH:13]([NH:28][C:1](=[O:4])[CH3:2])[CH2:14][C:15]2[CH:20]=[CH:19][C:18]([C:21]3[CH:26]=[CH:25][C:24]([F:27])=[CH:23][N:22]=3)=[CH:17][CH:16]=2)[NH:11][CH:12]=1 |f:2.3,5.6|. Procedure: Acetic acid (24 μL, 0.43 mmol) was added to an ambient temperature solution of 1-[4-(2,2-dimethylpropyl)-1H-imidazol-2-yl]-2-[4-(5-fluoropyridin-2-yl)phenyl]ethanamine (for synthesis see Example 8) (76 mg, 0.22 mmol), 1-[3-(dimethylamino) propyl]-3-ethylcarbodiimide hydrochloride (83 mg, 0.43 mmol), 1-hydroxybenzotriazole (59 mg, 0.43 mmol) and sodium bicarbonate (183 mg, 2.2 mmol) in methylene chloride (3 mL). After stirring at ambient temperature overnight, the reaction mixture was quenched wi... Reactants: NC1=CC=C(C(=O)OCC)C=C1 (ethyl 4-aminobenzoate), FC1=C(C(=O)OCC)C=CC(=C1)N (ethyl 2-fluoro-4-aminobenzoate), FC1=C(C(=O)OCC)C(=CC(=C1)N)F (ethyl 2,6-difluoro-4-aminobenzoate), CC1(C=2C=CC(=CC2C(=CC1)C1=CC=C(C=C1)C)C(=O)O)C (5,6-dihydro-5,5-dimethyl-8-(4-methylphenyl)-2-naphthalenecarboxylic acid). Reagents/catalysts: CN(C1=CC=NC=C1)C (4-dimethylaminopyridine). Product: 1-(3-dimethylaminopropyl)-3-ethylcarbodiimide hydrochloride (EDC)and, CC1(C=2C=CC(=CC2C(=CC1)C1=CC=C(C=C1)C)C(=O)NC1=CC=C(C(=O)OCC)C=C1)C (ethyl 4-[[(5,6-dihydro-5,5-dimethyl-8-(4-methylphenyl)-2-naphthalenyl)carbonyl]amino]-benzoate), FC1=C(C(=O)OCC)C=CC(=C1)NC(=O)C1=CC=2C(=CCC(C2C=C1)(C)C)C1=CC=C(C=C1)C (ethyl 2-fluoro-4-[[(5,6-dihydro-5,5-dimethyl-8-(4-methylphenyl)-2-naphthalenyl)carbonyl]amino]-benzoate), FC1=C(C(=O)OCC)C(=CC(=C1)NC(=O)C1=CC=2C(=CCC(C2C=C1)(C)C)C1=CC=C(C=C1)C)F (ethyl 2,6-difluoro-4-[[(5,6-dihydro-5,5-dimethyl-8-(4-methylphenyl)-2-naphthalenyl)carbonyl]amino]-benzoate). Reaction SMILES: [CH3:1][C:2]1([CH3:22])[CH2:11][CH:10]=[C:9]([C:12]2[CH:17]=[CH:16][C:15]([CH3:18])=[CH:14][CH:13]=2)[C:8]2[CH:7]=[C:6]([C:19](O)=[O:20])[CH:5]=[CH:4][C:3]1=2.[NH2:23][C:24]1[CH:34]=[CH:33][C:27]([C:28]([O:30][CH2:31][CH3:32])=[O:29])=[CH:26][CH:25]=1.[F:35][C:36]1[CH:46]=[C:45]([NH2:47])[CH:44]=[CH:43][C:37]=1[C:38]([O:40][CH2:41][CH3:42])=[O:39].[F:48][C:49]1[CH:59]=[C:58]([NH2:60])[CH:57]=[C:56]([F:61])[C:50]=1[C:51]([O:53][CH2:54][CH3:55])=[O:52]>CN(C)C1C=CN=CC=1>[CH3:1][C:2]1([CH3:22])[CH2:11][CH:10]=[C:9]([C:12]2[CH:13]=[CH:14][C:15]([CH3:18])=[CH:16][CH:17]=2)[C:8]2[CH:7]=[C:6]([C:19]([NH:23][C:24]3[CH:25]=[CH:26][C:27]([C:28]([O:30][CH2:31][CH3:32])=[O:29])=[CH:33][CH:34]=3)=[O:20])[CH:5]=[CH:4][C:3]1=2.[F:35][C:36]1[CH:46]=[C:45]([NH:47][C:19]([C:6]2[CH:5]=[CH:4][C:3]3[C:2]([CH3:22])([CH3:1])[CH2:11][CH:10]=[C:9]([C:12]4[CH:17]=[CH:16][C:15]([CH3:18])=[CH:14][CH:13]=4)[C:8]=3[CH:7]=2)=[O:20])[CH:44]=[CH:43][C:37]=1[C:38]([O:40][CH2:41][CH3:42])=[O:39].[F:48][C:49]1[CH:59]=[C:58]([NH:60][C:19]([C:6]2[CH:5]=[CH:4][C:3]3[C:2]([CH3:22])([CH3:1])[CH2:11][CH:10]=[C:9]([C:12]4[CH:17]=[CH:16][C:15]([CH3:18])=[CH:14][CH:13]=4)[C:8]=3[CH:7]=2)=[O:20])[CH:57]=[C:56]([F:61])[C:50]=1[C:51]([O:53][CH2:54][CH3:55])=[O:52]. Procedure details: Reaction Scheme 6A discloses a synthetic route to specific preferred dihydronaphthalene compounds of the invention where with reference to Formula 1 the Z group is CONH (amide derivatives). Although the nature of the reagents utilized in this specific synthetic route is indicated in the scheme itself, and is described in detail in the description of the specific examples, the following explanation is also provided here. 3,4-Dihydro-4,4-dimethyl-1(2H)-naphthalenone is brominated in the presence o... Starting materials: N1C=NC=C1 (Imidazole), [Si](C)(C)(C(C)(C)C)Cl (t-butyldimethylsilyl chloride), COC1(C[C@@H](C2=CN=C3C=CC(=CC3=C2[C@H]1O)O)C)OC ((7S,10R)-7,8,9,10-Tetrahydro-9,9-dimethoxy-7-methyl-2,10-phenanthridinediol). Solvent: CN(C=O)C (N,N-dimethylformamide). Reaction conditions: temperature 23 celsius, time 1 hour. Product: O([Si](C)(C)C(C)(C)C)C1=CC2=C3[C@H](C(C[C@@H](C3=CN=C2C=C1)C)(OC)OC)O ((7S,10R)-2-(tert-Butyldimethylsiloxy)-7,8,9,10-tetrahydro-9,9-dimethoxy-7-methyl-10-phenanthridinol). Yield: 91.4%. RXN SMILES: N1C=CN=C1.[Si:6](Cl)([C:9]([CH3:12])([CH3:11])[CH3:10])([CH3:8])[CH3:7].[CH3:14][O:15][C:16]1([O:33][CH3:34])[C@H:29]([OH:30])[C:28]2[C:19](=[CH:20][N:21]=[C:22]3[C:27]=2[CH:26]=[C:25]([OH:31])[CH:24]=[CH:23]3)[C@@H:18]([CH3:32])[CH2:17]1>CN(C)C=O>[O:31]([C:25]1[CH:24]=[CH:23][C:22]2[C:27](=[C:28]3[C:19](=[CH:20][N:21]=2)[C@@H:18]([CH3:32])[CH2:17][C:16]([O:15][CH3:14])([O:33][CH3:34])[C@@H:29]3[OH:30])[CH:26]=1)[Si:6]([C:9]([CH3:12])([CH3:11])[CH3:10])([CH3:8])[CH3:7]. Procedure: Imidazole (1.01 g, 14.8 mmol, 2.60 equiv) and t-butyldimethylsilyl chloride (1.11 g, 7.39 mmol, 1.30 equiv) were added sequentially to a solution of (7S,10R)-7,8,9,10-tetrahydro-9,9-dimethoxy-7-methyl-2,10-phenanthridinediol (16, 1.64 g, 5.69 mmol, 1 equiv) in N,N-dimethylformamide (10 mL) at 23° C. After stirring for 1 h at 23° C., the reaction mixture was partitioned between water (100 mL) and ethyl acetate (100 mL). The aqueous layer was separated and extracted further with two 100-mL portion... Starting materials: FC1=C(C#N)C=CC=N1 (2-fluoronicotinonitrile), C(C1=CC=CC=C1)N (benzylamine). Yields the product C(C1=CC=CC=C1)NC1=C(C#N)C=CC=N1 (2-benzylaminonicotinonitrile). Isolated yield 66.0%. RXN SMILES: F[C:2]1[N:9]=[CH:8][CH:7]=[CH:6][C:3]=1[C:4]#[N:5].[CH2:10]([NH2:17])[C:11]1[CH:16]=[CH:15][CH:14]=[CH:13][CH:12]=1>>[CH2:10]([NH:17][C:2]1[N:9]=[CH:8][CH:7]=[CH:6][C:3]=1[C:4]#[N:5])[C:11]1[CH:16]=[CH:15][CH:14]=[CH:13][CH:12]=1. Procedure details: Prepared in 66% yield from 2-fluoronicotinonitrile and benzylamine according to the procedure described for Example 178A. MS (ESI+) m/z 210.0 (M+H)+; 1H NMR (DMSO-d6) δ 4.59 (d, J=6.1 Hz, 2H), 6.64 (dd, J=7.6, 4.9 HZ, 1H), 7.16-7.24 (m, 1H), 7.26-7.32 (m, 5H), 7.71 (dd, J=5.9, 5.9 Hz, 1H), 7.91 (dd, J=7.6, 1.9 Hz, 1H), 8.23 (dd, J=4.9, 1.9 Hz, 1H).